From a dataset of the Open Reaction Database (ORD), a public repository of structured organic reaction records. describe an organic reaction: reactants, conditions, products, and yield Reactants: C(C1=CC=CC=C1)O[C@H]1[C@H]([C@@]2(CO[C@]([C@@H]1OCC1=CC=CC=C1)(O2)C2=CC(=C(C=C2)Cl)CC2=CC=C(C=C2)OCC)C(C)O)O ((1R,2R,3S,4R,5S)-3,4-dibenzyloxy-5-[4-chloro-3-[(4-ethoxyphenyl)methyl]phenyl]-1-(1-hydroxyethyl)-6,8-dioxabicyclo[3.2.1]octan-2-ol), Cl (hydrochloric acid). The reagents and catalysts are [Pd] (Pd/C). Run in CO.O1CCCC1 (methanol tetrahydrofuran). Conditions: time 1 hour. Product: ClC1=C(C=C(C=C1)[C@]12[C@@H]([C@H]([C@H]([C@](CO1)(O2)C(C)O)O)O)O)CC2=CC=C(C=C2)OCC ((1R,2R,3S,4R,5S)-5-[4-chloro-3-[(4-ethoxyphenyl)methyl]phenyl]-1-(1-hydroxyethyl)-6,8-dioxabicyclo[3.2.1]octane-2,3,4-triol). The yield is 14.1%. RXN SMILES: C([O:8][C@@H:9]1[C@@H:15]([O:16]CC2C=CC=CC=2)[C@:14]2([C:25]3[CH:30]=[CH:29][C:28]([Cl:31])=[C:27]([CH2:32][C:33]4[CH:38]=[CH:37][C:36]([O:39][CH2:40][CH3:41])=[CH:35][CH:34]=4)[CH:26]=3)[O:24][C@@:11]([CH:42]([OH:44])[CH3:43])([CH2:12][O:13]2)[C@@H:10]1[OH:45])C1C=CC=CC=1.Cl>[Pd].CO.O1CCCC1>[Cl:31][C:28]1[CH:29]=[CH:30][C:25]([C@@:14]23[O:24][C@@:11]([CH:42]([OH:44])[CH3:43])([CH2:12][O:13]2)[C@H:10]([OH:45])[C@H:9]([OH:8])[C@H:15]3[OH:16])=[CH:26][C:27]=1[CH2:32][C:33]1[CH:34]=[CH:35][C:36]([O:39][CH2:40][CH3:41])=[CH:37][CH:38]=1 |f:3.4|. Procedure details: To a solution of (1R,2R,3S,4R,5S)-3,4-dibenzyloxy-5-[4-chloro-3-[(4-ethoxyphenyl)methyl]phenyl]-1-(1-hydroxyethyl)-6,8-dioxabicyclo[3.2.1]octan-2-ol 281 (140 mg, 0.22 mmol) in a methanol/tetrahydrofuran mixture (v/v=4/1, 20 mL) were added hydrochloric acid (0.03 mL, 1.1 lmmol) and Pd/C (23 mg, 0.02 mmol, 10%) at room temperature. The mixture was stirred at room temperature under H2 for 1 hour and filtered. The filtrate was adjusted with saturated aqueous sodium bicarbonate till pH becomes 7 and ... The reactants are CCOC(=O)c1cc2c(Oc3cc(C)ccc3N)cccc2[nH]1, CN(C)C=O, CCOCC, CC(C)(C)ON=O. Product: CCOC(=O)c1cc2c(Oc3cccc(C)c3)cccc2[nH]1. Reaction SMILES: [CH2:8]([CH3:9])[O:10][C:11](=[O:12])[c:13]1[nH:14][c:15]2[cH:16][cH:17][cH:18][c:19]([O:22][c:23]3[c:24]([NH2:30])[cH:25][cH:26][c:27]([CH3:29])[cH:28]3)[c:20]2[cH:21]1.[CH3:31][N:32]([CH3:33])[CH:34]=[O:35].[CH3:36][CH2:37][O:38][CH2:39][CH3:40].[N:1]([O:2][C:3]([CH3:4])([CH3:5])[CH3:6])=[O:7]>>[CH2:8]([CH3:9])[O:10][C:11](=[O:12])[c:13]1[nH:14][c:15]2[cH:16][cH:17][cH:18][c:19]([O:22][c:23]3[cH:24][cH:25][cH:26][c:27]([CH3:29])[cH:28]3)[c:20]2[cH:21]1. The reactants are C(#N)C=1C=CC(=C(C1)S(=O)(=O)NCCC1=C(C=C(C=C1)C1=C(C=CC=C1)S(=O)(=O)C)OCC(=O)O)O ([4-[2-(5-cyano-2-hydroxybenzenesulfonylamino)ethyl]-2′-methanesulfonylbiphenyl-3-yloxy]-acetic acid), [OH-].[Na+] (sodium hydroxide). Run in C(C)O (ethanol). The product is C(#N)C=1C=CC(=C(C1)S(=O)(=O)NCCC1=C(C=C(C=C1)C1=C(C=CC=C1)S(=O)(=O)C)OCC(=O)[O-])O.[Na+] (sodium [4-[2-(5-cyano-2-hydroxybenzenesulfonylamino)ethyl]-2′-methanesulfonylbiphenyl-3-yloxy]acetate). As a reaction SMILES: [C:1]([C:3]1[CH:4]=[CH:5][C:6]([OH:36])=[C:7]([S:9]([NH:12][CH2:13][CH2:14][C:15]2[CH:20]=[CH:19][C:18]([C:21]3[CH:26]=[CH:25][CH:24]=[CH:23][C:22]=3[S:27]([CH3:30])(=[O:29])=[O:28])=[CH:17][C:16]=2[O:31][CH2:32][C:33]([OH:35])=[O:34])(=[O:11])=[O:10])[CH:8]=1)#[N:2].[OH-].[Na+:38]>C(O)C>[C:1]([C:3]1[CH:4]=[CH:5][C:6]([OH:36])=[C:7]([S:9]([NH:12][CH2:13][CH2:14][C:15]2[CH:20]=[CH:19][C:18]([C:21]3[CH:26]=[CH:25][CH:24]=[CH:23][C:22]=3[S:27]([CH3:30])(=[O:29])=[O:28])=[CH:17][C:16]=2[O:31][CH2:32][C:33]([O-:35])=[O:34])(=[O:10])=[O:11])[CH:8]=1)#[N:2].[Na+:38] |f:1.2,4.5|. Procedure details: To a stirred solution of 146 g of [4-[2-(5-cyano-2-hydroxybenzenesulfonylamino)ethyl]-2′-methanesulfonylbiphenyl-3-yloxy]-acetic acid in 580 mL of ethanol was added 137 mL of 2 mol/L sodium hydroxide solution under ice-cooling, and the solvent was removed under reduced pressure. The residue was suspended with 1.16 L of ethanol, and the mixture was stirred under reflux for an hour, then at room temperature overnight. The obtained white solid was collected by filtration to give 129 g of sodium [4-... Starting materials: C(C)(=O)O (acetic acid), C(=O)O (formic acid), C(C)(C)(C)OC(=O)N1C(OCC1COC1=NOC2=C1C=C(C=C2)Cl)(C)C (3-[(3-tert-butoxycarbonyl-2,2-dimethyloxazolidin-4-yl)methoxy]-5-chloro-1,2-benzoisoxazole). Run in O (water). Run at time 1 hour. Product: C(C)(C)(C)OC(=O)NC(COC1=NOC2=C1C=C(C=C2)Cl)CO (3-(2-tert-butoxycarbonylamino-3-hydroxypropoxy)-5-chloro-1,2-benzoisoxazole). Isolated yield 80.9%. Reaction SMILES: C(O)(=O)C.C(O)=O.[C:8]([O:12][C:13]([N:15]1[CH:19]([CH2:20][O:21][C:22]2[C:26]3[CH:27]=[C:28]([Cl:31])[CH:29]=[CH:30][C:25]=3[O:24][N:23]=2)[CH2:18][O:17]C1(C)C)=[O:14])([CH3:11])([CH3:10])[CH3:9]>O>[C:8]([O:12][C:13]([NH:15][CH:19]([CH2:18][OH:17])[CH2:20][O:21][C:22]1[C:26]2[CH:27]=[C:28]([Cl:31])[CH:29]=[CH:30][C:25]=2[O:24][N:23]=1)=[O:14])([CH3:11])([CH3:10])[CH3:9]. Procedure: To a mixed solution of 19 ml of acetic acid and 19 ml of formic acid is added 3.84 g of 3-[(3-tert-butoxycarbonyl-2,2-dimethyloxazolidin-4-yl)methoxy]-5-chloro-1,2-benzoisoxazole at 20°-25° C., and they are subjected to reaction at the same temperature for one hour. Subsequently, the reaction mixture is poured into 190 ml of water and they are stirred at the same temperature for one hour. The crystals precipitated are collected by filtration, to obtain 2.78 g of 3-(2-tert-butoxycarbonylamino-3-h... Starting materials: FC(OC1=CC=C(C=C1)N1C(C2(CC1)CCNCC2)=O)(F)F (2-(4-trifluoromethoxy-phenyl)-2,8-diaza-spiro[4.5]decan-1-one), O=C(OC(Cl)(Cl)Cl)Cl (diphosgene), C1NCC2=CC=CC=C12 (2,3-dihydro-1H-isoindole). Yields the product C1N(CC2=CC=CC=C12)C(=O)N1CCC2(CCN(C2=O)C2=CC=C(C=C2)OC(F)(F)F)CC1 (8-(1,3-Dihydro-isoindole-2-carbonyl)-2-(4-trifluoromethoxy-phenyl)-2,8-diaza-spiro[4.5]decan-1-one). Reaction SMILES: [F:1][C:2]([F:22])([F:21])[O:3][C:4]1[CH:9]=[CH:8][C:7]([N:10]2[CH2:14][CH2:13][C:12]3([CH2:19][CH2:18][NH:17][CH2:16][CH2:15]3)[C:11]2=[O:20])=[CH:6][CH:5]=1.O=C(Cl)[O:25][C:26](Cl)(Cl)Cl.[CH2:31]1[C:39]2[C:34](=[CH:35][CH:36]=[CH:37][CH:38]=2)[CH2:33][NH:32]1>>[CH2:31]1[C:39]2[C:34](=[CH:35][CH:36]=[CH:37][CH:38]=2)[CH2:33][N:32]1[C:26]([N:17]1[CH2:16][CH2:15][C:12]2([C:11](=[O:20])[N:10]([C:7]3[CH:8]=[CH:9][C:4]([O:3][C:2]([F:1])([F:21])[F:22])=[CH:5][CH:6]=3)[CH2:14][CH2:13]2)[CH2:19][CH2:18]1)=[O:25]. Procedure: This material was prepared in analogy to example 251 step B) from 2-(4-trifluoromethoxy-phenyl)-2,8-diaza-spiro[4.5]decan-1-one, diphosgene and 2,3-dihydro-1H-isoindole. MS (ESI): 460.4 (MH+).